This data is from the Open Reaction Database (ORD), a public repository of structured organic reaction records. The task is: describe an organic reaction: reactants, conditions, products, and yield Reactants: COC(=O)C1=CNC=C1C (4-methylpyrrole-3-carboxylic acid methyl ester), ClC(C(=O)Cl)(Cl)Cl (trichloroacetyl chloride), [Cl-].[Al+3].[Cl-].[Cl-] (aluminum chloride). Yields the product COC(=O)C=1C(=C(NC1)C(C(Cl)(Cl)Cl)=O)C (2-trichloroacetyl-3-methylpyrrole-4-carboxylic acid methyl ester). RXN SMILES: [CH3:1][O:2][C:3]([C:5]1[C:9]([CH3:10])=[CH:8][NH:7][CH:6]=1)=[O:4].[Cl:11][C:12]([Cl:17])([Cl:16])[C:13](Cl)=[O:14].[Cl-].[Al+3].[Cl-].[Cl-]>>[CH3:1][O:2][C:3]([C:5]1[C:9]([CH3:10])=[C:8]([C:13](=[O:14])[C:12]([Cl:17])([Cl:16])[Cl:11])[NH:7][CH:6]=1)=[O:4] |f:2.3.4.5|. Procedure details: WO 00/71129 describes the preparation of 1,4-dihydro-5-alkyl-4-oxo-pyrrolo[2,1-f][1,2,4]triazine-6-carboxylates, key intermediates in the synthesis of pyrrolotriazine carboxamide and benzamide compounds of formula I, by reacting a Michael acceptor such as methyl crotonate with an anion of tosylmethyl isocyanide (TosMIC) to give 4-methylpyrrole-3-carboxylic acid methyl ester. The resulting 4-methylpyrrole-3-carboxylic acid methyl ester is acylated with trichloroacetyl chloride in the presence of ... The reactants are [BH4-].[Na+] (NaBH4), C(C1=CC=CC=C1)(=O)C1=CC=C(C=C1)NC(=O)[C@@H]1CC(=NO1)C=1C=NC=CC1 ((S)-N-(4-benzoylphenyl)-4,5-dihydro-3-(3-pyridinyl)-5-isoxazolecarboxamide). Run in CO (methanol). Reaction conditions: time 8 hour. Yields the product OC(C1=CC=C(C=C1)NC(=O)[C@@H]1CC(=NO1)C=1C=NC=CC1)C1=CC=CC=C1 ((5S)-4,5-dihydro-N-[4-(hydroxyphenylmethyl)phenyl]-3-(3-pyridinyl)-5-isoxazolecarboxamide). The yield is 89.3%. As a reaction SMILES: [BH4-].[Na+].[C:3]([C:11]1[CH:16]=[CH:15][C:14]([NH:17][C:18]([C@H:20]2[O:24][N:23]=[C:22]([C:25]3[CH:26]=[N:27][CH:28]=[CH:29][CH:30]=3)[CH2:21]2)=[O:19])=[CH:13][CH:12]=1)(=[O:10])[C:4]1[CH:9]=[CH:8][CH:7]=[CH:6][CH:5]=1>CO>[OH:10][CH:3]([C:4]1[CH:5]=[CH:6][CH:7]=[CH:8][CH:9]=1)[C:11]1[CH:12]=[CH:13][C:14]([NH:17][C:18]([C@H:20]2[O:24][N:23]=[C:22]([C:25]3[CH:26]=[N:27][CH:28]=[CH:29][CH:30]=3)[CH2:21]2)=[O:19])=[CH:15][CH:16]=1 |f:0.1|. Procedure: ) NaBH4 (0.054 mol) was added to a solution of compound (3) (0.054 mol) in methanol (300 ml). The reaction mixture was stirred overnight at RT. The precipitate was filtered off, washed with CH3OH and DIPE, then dried, yielding 18 g (89%) of (5S)-4,5-dihydro-N-[4-(hydroxyphenylmethyl)phenyl]-3-(3-pyridinyl)-5-isoxazolecarboxamide (compound 499). The reactants are ClCCl, C1COCCN1, CCN=C=NCCCN(C)C, COC1=C(OC)C(=O)C(Cc2ccc(OC(C)C)c(C(=O)O)c2)=C(C)C1=O, Cl, O. The product is COC1=C(OC)C(=O)C(Cc2ccc(OC(C)C)c(C(=O)N3CCOCC3)c2)=C(C)C1=O. As a reaction SMILES: [CH2:19]([Cl:20])[Cl:21].[CH2:1]1[CH2:2][O:3][CH2:4][CH2:5][NH:6]1.[CH2:8]([N:9]=[C:10]=[N:11][CH2:12][CH2:13][CH2:14][N:15]([CH3:16])[CH3:17])[CH3:18].[CH3:22][O:23][C:24]1=[C:29]([O:30][CH3:31])[C:28](=[O:32])[C:27]([CH2:33][c:34]2[cH:35][cH:36][c:37]([O:43][CH:44]([CH3:45])[CH3:46])[c:38]([C:39](=[O:40])[OH:41])[cH:42]2)=[C:26]([CH3:47])[C:25]1=[O:48].[ClH:7].[OH2:49]>>[CH2:1]1[CH2:2][O:3][CH2:4][CH2:5][N:6]1[C:39]([c:38]1[c:37]([O:43][CH:44]([CH3:45])[CH3:46])[cH:36][cH:35][c:34]([CH2:33][C:27]2=[C:26]([CH3:47])[C:25](=[O:48])[C:24]([O:23][CH3:22])=[C:29]([O:30][CH3:31])[C:28]2=[O:32])[cH:42]1)=[O:40]. Reactants: OC(C#CC(=O)OC)\C=C\C1=CC=C(C=C1)OC (methyl (E)-4-hydroxy-6-(4-methoxyphenyl)-5-hexen-2-ynoate). Reagents/catalysts: [O-2].[O-2].[Mn+4] (manganese dioxide). Solvent: C(Cl)Cl (methylene chloride), C(Cl)Cl (methylene chloride). Reaction conditions: time 2 hour. Product: COC1=CC=C(C=C1)/C=C/C(C#CC(=O)OC)=O (methyl (E)-6-(4-methoxyphenyl)-4-oxo-5-hexen-2-ynoate). As a reaction SMILES: [OH:1][CH:2](/[CH:9]=[CH:10]/[C:11]1[CH:16]=[CH:15][C:14]([O:17][CH3:18])=[CH:13][CH:12]=1)[C:3]#[C:4][C:5]([O:7][CH3:8])=[O:6]>C(Cl)Cl.[O-2].[O-2].[Mn+4]>[CH3:18][O:17][C:14]1[CH:13]=[CH:12][C:11](/[CH:10]=[CH:9]/[C:2](=[O:1])[C:3]#[C:4][C:5]([O:7][CH3:8])=[O:6])=[CH:16][CH:15]=1 |f:2.3.4|. Procedure: A solution of 10.7 g (43.4 mmol) of methyl (E)-4-hydroxy-6-(4-methoxyphenyl)-5-hexen-2-ynoate in 150 ml of methylene chloride was added dropwise at 0° to a suspension of 56.7 g (652 mmol) of manganese dioxide in 200 ml of methylene chloride. The reaction mixture was stirred at 0° for 2 hours, filtered over magnesium sulphate and concentrated. Crystallization of the residue from ether yielded methyl (E)-6-(4-methoxyphenyl)-4-oxo-5-hexen-2-ynoate of melting point 70°.